Dataset: the Open Reaction Database (ORD), a public repository of structured organic reaction records. Task: describe an organic reaction: reactants, conditions, products, and yield Reactants: C(=O)(OC(C)(C)C)NCCCCCCCC(=O)O (BocNH(CH2)7CO2H), C1CCC(CC1)N=C=NC2CCCCC2 (DCC). Run in CO (methanol). Reaction conditions: time 8 hour. Product: C(=O)(OC(C)(C)C)NCCCCCCCC(=O)OC (BocNH(CH2)7CO2Me). The yield is 79.0%. RXN SMILES: [C:1]([NH:8][CH2:9][CH2:10][CH2:11][CH2:12][CH2:13][CH2:14][CH2:15][C:16]([OH:18])=[O:17])([O:3][C:4]([CH3:7])([CH3:6])[CH3:5])=[O:2].[CH2:19]1CCC(N=C=NC2CCCCC2)CC1>CO>[C:1]([NH:8][CH2:9][CH2:10][CH2:11][CH2:12][CH2:13][CH2:14][CH2:15][C:16]([O:18][CH3:19])=[O:17])([O:3][C:4]([CH3:6])([CH3:7])[CH3:5])=[O:2]. Procedure details: BocNH(CH2)7CO2H (prepared, Example 8, Step 1) (300 mg, 1.2 mmol) was dissolved in methanol (5 mL) and DCC (239 mg, 1.2 mmol) was then added. The solution was stirred at room temperature overnight. The DCU was removed by filtration and the solvent was removed in vacuo. The residue was then taken up in EtoAc and washed with dilute HCl (200 mL×3), water (200 mL×3), and then dried over MgSO4, filtered, and the solvent was removed in vacuo to yield an oil, 0.259 g (79% yield); Starting materials: racemic dihydrosphingosines, C(\C=C\CCCCCCCCCCCCCCC)(=O)OC (methyl trans-2-octadecenoate), C1=CC=CC=C1C(=O)OO (perbenzoic acid). Solvent: C(Cl)(Cl)Cl (chloroform). Yields the product O1C(C(=O)OC)C1CCCCCCCCCCCCCCC (methyl 2,3-epoxyoctadecanoate). RXN SMILES: [C:1]([O:20][CH3:21])(=[O:19])/[CH:2]=[CH:3]/[CH2:4][CH2:5][CH2:6][CH2:7][CH2:8][CH2:9][CH2:10][CH2:11][CH2:12][CH2:13][CH2:14][CH2:15][CH2:16][CH2:17][CH3:18].C1C(C(OO)=[O:29])=CC=CC=1>C(Cl)(Cl)Cl>[O:29]1[CH:3]([CH2:4][CH2:5][CH2:6][CH2:7][CH2:8][CH2:9][CH2:10][CH2:11][CH2:12][CH2:13][CH2:14][CH2:15][CH2:16][CH2:17][CH3:18])[CH:2]1[C:1]([O:20][CH3:21])=[O:19]. Reported procedure: For preparation of racemic dihydrosphingosines, K. Sisido, et al., report in J. Org. Chem., Vol. 29, No. 9, pp. 2783-2784 (1964) a process comprising, for example, reacting methyl trans-2-octadecenoate with perbenzoic acid in chloroform to obtain methyl 2,3-epoxyoctadecanoate having formula (V'): ##STR3## whose planar structure is the same as that of the compound represented by formula (V) hereinafter described, hydrolyzing the ester (V'), cyclizing the resulting acid by reaction with benzylamin...